From a dataset of the Open Reaction Database (ORD), a public repository of structured organic reaction records. describe an organic reaction: reactants, conditions, products, and yield The reactants are COC(C1=C(C=CC=C1)C(C1=CC=CC=C1)=O)=O (2-benzoyl benzoic acid methyl ester), 1-chloro-3,4-epoxypropane, stannic chloride, ClCC1CO1 (1-chloro-2,3-epoxy-propane), stannic chloride, [OH-].[NH4+] (ammonium hydroxide). The solvent is C(Cl)(Cl)(Cl)Cl (carbon tetrachloride), C(Cl)(Cl)(Cl)Cl (carbon tetrachloride). Reaction conditions: time 20 minute. The product is ClCC1OC(OC1)(C1=CC=CC=C1)C1=C(C(=O)OC)C=CC=C1 (2-[4-(Chloromethyl)-2-phenyl-1,3-dioxolan-2-yl]benzoic acid, methyl ester). As a reaction SMILES: [CH3:1][O:2][C:3](=[O:18])[C:4]1[CH:9]=[CH:8][CH:7]=[CH:6][C:5]=1[C:10](=[O:17])[C:11]1[CH:16]=[CH:15][CH:14]=[CH:13][CH:12]=1.[Cl:19][CH2:20][CH:21]1[O:23][CH2:22]1.[OH-].[NH4+]>C(Cl)(Cl)(Cl)Cl>[Cl:19][CH2:20][CH:21]1[CH2:22][O:23][C:10]([C:5]2[CH:6]=[CH:7][CH:8]=[CH:9][C:4]=2[C:3]([O:2][CH3:1])=[O:18])([C:11]2[CH:16]=[CH:15][CH:14]=[CH:13][CH:12]=2)[O:17]1 |f:2.3|. Procedure: To a solution of 33 g (0.138 mol) of 2-benzoyl benzoic acid methyl ester in 200 ml of dry carbon tetrachloride was added 10.1 ml (0.13 mol) of 1-chloro-3,4-epoxypropane. The reaction was cooled in an ice bath and a solution of 1.5 ml (0.013 mol) of stannic chloride in 10 ml of carbon tetrachloride was added with stirring over a 20 min period. The reaction was allowed to stand over the weekend, and then the same quantities of 1-chloro-2,3-epoxy-propane and stannic chloride were added. After 18 ho... The reactants are C(CCC)[Li] (n-butyl lithium), C(C)(C)NC(C)C (diisopropylamine), FC(C(=O)O)(F)F (trifluoroacetic acid), COC(=O)C#CC(=O)OC (acetylenedicarboxylic acid dimethyl ester), COC=1C=C(C=CC1OC)C1CC=2C(=COC2)N(C1)OC (3-(3,4-dimethoxyphenyl)-1-methoxy-1H,3H-pyridino[2,3-c]furan). Run in CCCCCC (hexane), O1CCCC1 (tetrahydrofuran), C1=CC=CC=C1 (benzene), O1CCCC1 (tetrahydrofuran), C(C)(=O)O (acetic acid), O (water), O1CCCC1 (tetrahydrofuran), O1CCCC1 (tetrahydrofuran), C(C)(=O)O (acetic acid). Run at temperature -70 celsius, time 30 minute. Product: OC1=C2C=CC=NC2=C(C(=C1C(=O)OC)C(=O)OC)C1=CC(=C(C=C1)OC)OC (5-hydroxy-6,7-bis(methoxycarbonyl)-8-(3,4-dimethoxyphenyl)quinoline). Yield: 18.9%. Reaction SMILES: C([Li])CCC.[CH:6]([NH:9]C(C)C)(C)C.[CH3:13][O:14][C:15]1[CH:16]=[C:17]([CH:23]2CN(OC)[C:26]3=[CH:27][O:28][CH:29]=[C:25]3[CH2:24]2)[CH:18]=[CH:19][C:20]=1[O:21][CH3:22].[CH3:34][O:35][C:36]([C:38]#[C:39][C:40]([O:42][CH3:43])=[O:41])=[O:37].FC(F)(F)C(O)=O>CCCCCC.O1CCCC1.C1C=CC=CC=1.O.C(O)(=O)C>[OH:28][C:29]1[C:38]([C:36]([O:35][CH3:34])=[O:37])=[C:39]([C:40]([O:42][CH3:43])=[O:41])[C:23]([C:17]2[CH:18]=[CH:19][C:20]([O:21][CH3:22])=[C:15]([O:14][CH3:13])[CH:16]=2)=[C:24]2[C:25]=1[CH:26]=[CH:27][CH:6]=[N:9]2. Procedure details: 45 ml of 1.55M n-butyl lithium in hexane are added at a temperature of -70° to -50° C. to a solution of 7.0 g of diisopropylamine in 100 ml of tetrahydrofuran. The mixture is stirred for 30 minutes at a temperature of 0° to 10° C., and then chilled to -70° C. Further, a solution of 5.0 g of 3-(3,4-dimethoxyphenyl)-1-methoxy-1H,3H-pyridino[2,3-c]furan in 20 ml of tetrahydrofuran is added thereto for 10 minutes, and the mixture is stirred at the same temperature for 10 minutes. A solution of 4.2 g... The solvent is CN(C=O)C (dimethylformamide). Reactants: C(CCCCCC)OC1=CC=2N(C3=CC=CC(=C3SC2C=C1)S(N(C)C)(=O)=O)CCCCl (2-heptyloxy-6-dimethylsulphamoyl-10-(3-chloropropyl)phenothiazine), OCCC1CCNCC1 (4-hydroxyethylpiperidine), C([O-])(O)=O.[Na+] (sodium bicarbonate). Conditions: temperature 130 celsius. Procedure details: A mixture of 2-heptyloxy-6-dimethylsulphamoyl-10-(3-chloropropyl)phenothiazine (24.3 g.), 4-hydroxyethylpiperidine (7.1 g.) and sodium bicarbonate (16.1 g.) in dimethylformamide (180 cc.) is heated at about 130°C. for 8 hours with stirring. After cooling, the reaction mixture is evaporated to dryness under reduced pressure (15 mm.Hg) with heating to 65°C. The residue is taken up in distilled water (300 cc.) and then extracted with methylene chloride (total 560 cc.). The combined organic extracts... Yields the product C(CCCCCC)OC1=CC=2N(C3=CC=CC(=C3SC2C=C1)S(N(C)C)(=O)=O)CCCN1CCC(CC1)CCO (2-heptyloxy-6-dimethylsulphamoyl-10-[3-(4-hydroxyethylpiperidino)propyl]-phenothiazine). As a reaction SMILES: [CH2:1]([O:8][C:9]1[CH:22]=[CH:21][C:20]2[S:19][C:18]3[C:13](=[CH:14][CH:15]=[CH:16][C:17]=3[S:23](=[O:28])(=[O:27])[N:24]([CH3:26])[CH3:25])[N:12]([CH2:29][CH2:30][CH2:31]Cl)[C:11]=2[CH:10]=1)[CH2:2][CH2:3][CH2:4][CH2:5][CH2:6][CH3:7].[OH:33][CH2:34][CH2:35][CH:36]1[CH2:41][CH2:40][NH:39][CH2:38][CH2:37]1.C(=O)(O)[O-].[Na+]>CN(C)C=O>[CH2:1]([O:8][C:9]1[CH:22]=[CH:21][C:20]2[S:19][C:18]3[C:13](=[CH:14][CH:15]=[CH:16][C:17]=3[S:23](=[O:28])(=[O:27])[N:24]([CH3:26])[CH3:25])[N:12]([CH2:29][CH2:30][CH2:31][N:39]3[CH2:40][CH2:41][CH:36]([CH2:35][CH2:34][OH:33])[CH2:37][CH2:38]3)[C:11]=2[CH:10]=1)[CH2:2][CH2:3][CH2:4][CH2:5][CH2:6][CH3:7] |f:2.3|. Yield: 73.2%. The reactants are 50W, BrCCO (2-bromoethanol), O=C[C@@H](O)[C@@H](O)[C@H](O)[C@H](O)CO (D-mannose), 50W. The solvent is CO.ClCCl (methanol dichloromethane). Reaction conditions: time 4 hour. Product: BrCCC(=O)[C@@H](O)[C@@H](O)[C@H](O)[C@H](O)CO (Bromoethylmannose). As a reaction SMILES: [O:1]=[CH:2][C@H:3]([C@H:5]([C@@H:7]([C@@H:9]([CH2:11][OH:12])[OH:10])[OH:8])[OH:6])[OH:4].[Br:13][CH2:14][CH2:15]O>CO.ClCCl>[Br:13][CH2:14][CH2:15][C:2]([C@H:3]([C@H:5]([C@@H:7]([C@@H:9]([CH2:11][OH:12])[OH:10])[OH:8])[OH:6])[OH:4])=[O:1] |f:2.3|. Reported procedure: DOWEX 50W×4 resin (Alfa Aesar, Ward Hill, Mass.) is washed with deionized water to remove color. A mixture of 225 gm D-mannose (1.25 mol; 1 equiv., Alfa Aesar) and 140 gm DOWEX 50W×4 is treated with 2.2 L 2-bromoethanol (30.5 mol, 25 equiv.; 124.97 gm/mol; 1.762 gm/mL; BP=150 C; Alfa Aesar) and the stirred mixture heated to 80 C for 4 hours. The reaction is monitored by TLC (20% methanol/dichloromethane (DCM)). Reaction is complete after about four hours, and then allowed to cool to room tempera... Starting materials: CS(C)=O, Nc1ccc([N+](=O)[O-])cc1O, [Na+], [OH-], OCCCl. Yields the product Nc1ccc([N+](=O)[O-])cc1OCCO. As a reaction SMILES: [CH3:18][S:19]([CH3:20])=[O:21].[NH2:1][c:2]1[c:3]([OH:11])[cH:4][c:5]([N+:8](=[O:9])[O-:10])[cH:6][cH:7]1.[Na+:17].[OH-:16].[OH:12][CH2:13][CH2:14][Cl:15]>>[NH2:1][c:2]1[c:3]([O:11][CH2:14][CH2:13][OH:12])[cH:4][c:5]([N+:8](=[O:9])[O-:10])[cH:6][cH:7]1.